Dataset: the Open Reaction Database (ORD), a public repository of structured organic reaction records. Task: describe an organic reaction: reactants, conditions, products, and yield Starting materials: ClC1=NC=C(C=C1)COC (2-chloro-5-(methoxymethyl)pyridine), C(#N)[Zn]C#N (dicyanozinc), CN(C)C=O (DMF). Reagents/catalysts: C=1C=CC(=CC1)[P](C=2C=CC=CC2)(C=3C=CC=CC3)[Pd]([P](C=4C=CC=CC4)(C=5C=CC=CC5)C=6C=CC=CC6)([P](C=7C=CC=CC7)(C=8C=CC=CC8)C=9C=CC=CC9)[P](C=1C=CC=CC1)(C=1C=CC=CC1)C=1C=CC=CC1 (tetrakis). Run in O (water). Reaction conditions: temperature 100 celsius, time 3 hour. Yields the product COCC=1C=CC(=NC1)C#N (5-(methoxymethyl)picolinonitrile). Yield: 70.4%. RXN SMILES: Cl[C:2]1[CH:7]=[CH:6][C:5]([CH2:8][O:9][CH3:10])=[CH:4][N:3]=1.[C:11]([Zn]C#N)#[N:12].CN(C=O)C>C1C=CC([P]([Pd]([P](C2C=CC=CC=2)(C2C=CC=CC=2)C2C=CC=CC=2)([P](C2C=CC=CC=2)(C2C=CC=CC=2)C2C=CC=CC=2)[P](C2C=CC=CC=2)(C2C=CC=CC=2)C2C=CC=CC=2)(C2C=CC=CC=2)C2C=CC=CC=2)=CC=1.O>[CH3:10][O:9][CH2:8][C:5]1[CH:6]=[CH:7][C:2]([C:11]#[N:12])=[N:3][CH:4]=1 |^1:24,26,45,64|. Reported procedure: A mixture of 2-chloro-5-(methoxymethyl)pyridine (0.831 g, 5.27 mmol), tetrakis (1.219 g, 1.055 mmol), dicyanozinc (0.929 g, 7.91 mmol) and DMF (17.58 ml) was stirred at 100° C. for 3 hrs. The reaction was treated with water and extracted with EtOAc. The organic portion was dried over Na2SO4, filtered, and concentrated in vacuo. The crude material was purified by column chromatography, eluting with 10-40% EtOAc/Heptanes to give the title compound (550 mg, 3.71 mmol, 70.4%). MS m/z=149.1 (M+H). The reactants are Cl (hydrogen chloride), Cl (hydrogen chloride), C(#N)[BH3-].[Na+] (sodium cyanoborohydride), 2, IC1=C(C=C(C=C1)OC)CCC(N)C (iodo-5-methoxy-α-methylbenzenepropanamine), C1(=CC=CC=C1)CC=O (phenylacetaldehyde). Solvent: CO (MeOH). Conditions: temperature 125 celsius, time 1 hour. Yields the product IC1=C(C=C(C=C1)OC)CCCN(CCC1=CC=CC=C1)CCC1=CC=CC=C1 (2-Iodo-5-methoxy-N,N-bis(2-phenylethyl)benzenepropanamine). The yield is 26.0%. Reaction SMILES: [C:1]([BH3-])#[N:2].[Na+].[I:5][C:6]1[CH:11]=[CH:10][C:9]([O:12][CH3:13])=[CH:8][C:7]=1[CH2:14][CH2:15][CH:16](C)N.[C:19]1([CH2:25][CH:26]=O)[CH:24]=[CH:23][CH:22]=[CH:21][CH:20]=1.Cl>CO>[I:5][C:6]1[CH:11]=[CH:10][C:9]([O:12][CH3:13])=[CH:8][C:7]=1[CH2:14][CH2:15][CH2:16][N:2]([CH2:1][CH2:14][C:7]1[CH:8]=[CH:9][CH:10]=[CH:11][CH:6]=1)[CH2:26][CH2:25][C:19]1[CH:24]=[CH:23][CH:22]=[CH:21][CH:20]=1 |f:0.1|. Procedure: A sample of 3.7 g (59 mmole) of sodium cyanoborohydride was added to a solution of 6.0 g (19.7 mmole) of 2 iodo-5-methoxy-α-methylbenzenepropanamine and 14.2 ml (0.12 mole) of phenylacetaldehyde in 60 ml of MeOH. Methanolic hydrogen chloride was added dropwise. After 16 hr the mixture was made frankly acidic by addition of methanolic hydrogen chloride. The mixture was stirred for one hour. The MeOH was evaporated in vacuo and the residue partitioned between ether and NaOH solution. The ether was... The reactants are OCC1OC(CC1O)C1=NC(=C2C(=N1)NN=C2I)C (2-(hydroxymethyl)-5-(3-iodo-4-methylpyrazolo[3,4-d]pyrimidinyl)oxolan-3-ol), [OH-].[NH4+] (ammonium hydroxide). The product is NC1=C2C(=NC(=N1)C1CC(C(O1)CO)O)NN=C2I (5-(4-amino-3-iodopyrazolo[3,4-d]pyrimidinyl)-2-(hydroxymethyl)oxolan-3-ol). RXN SMILES: [OH:1][CH2:2][CH:3]1[CH:7]([OH:8])[CH2:6][CH:5]([C:9]2[N:14]=[C:13]3[NH:15][N:16]=[C:17]([I:18])[C:12]3=[C:11](C)[N:10]=2)[O:4]1.[OH-].[NH4+:21]>>[NH2:21][C:11]1[N:10]=[C:9]([CH:5]2[O:4][CH:3]([CH2:2][OH:1])[CH:7]([OH:8])[CH2:6]2)[N:14]=[C:13]2[NH:15][N:16]=[C:17]([I:18])[C:12]=12 |f:1.2|. Reported procedure: Compound 8 (6.8 g, 17.35 mmol) was stirred in 200 mL of concentrated ammonium hydroxide (sealed container) at room temperature for 36 h. The mixture was evaporated and the residue was precipitated from acetonitrile-ether. The solid was filtered and dried: 5.36 g (82%) yield. NMR and spectral data on this compound is identical to Yields the product NCC1(CN([C@@H](C1)C(=O)OC(C)(C)C)C(=O)OC(C)(C)C)CC(=O)O (2-((5S)-3-(aminomethyl)-1,5-bis(tert-butoxycarbonyl)pyrrolidin-3-yl)acetic acid). The yield is 100.0%. The solvent is C1CCOC1 (THF). Procedure: Ester (2S)-di-tert-butyl 4-(aminomethyl)-4-(2-ethoxy-2-oxoethyl)pyrrolidine-1,2-dicarboxylate (C6) (560 mg, 1.45 mmol) was dissolved in THF (12 ml). To this was added 1N lithium hydroxide in water (2.9 ml, 2.9 mmol, 2.0 eq). The mixture was stirred at room temperature overnight. The reaction was cooled to 0° C. and quenched with 1N hydrochloric acid in water. The mixture was blown to dryness with N2 gas and stripped from acetonitrile several times to give 2-((5S)-3-(aminomethyl)-1,5-bis(tert-but... Reactants: [OH-].[Li+] (lithium hydroxide), O (water), NCC1(C[C@H](N(C1)C(=O)OC(C)(C)C)C(=O)OC(C)(C)C)CC(=O)OCC ((2S)-di-tert-butyl 4-(aminomethyl)-4-(2-ethoxy-2-oxoethyl)pyrrolidine-1,2-dicarboxylate). Run at time 8 hour. Reaction SMILES: [NH2:1][CH2:2][C:3]1([CH2:22][C:23]([O:25]CC)=[O:24])[CH2:7][N:6]([C:8]([O:10][C:11]([CH3:14])([CH3:13])[CH3:12])=[O:9])[C@H:5]([C:15]([O:17][C:18]([CH3:21])([CH3:20])[CH3:19])=[O:16])[CH2:4]1.[OH-].[Li+].O>C1COCC1>[NH2:1][CH2:2][C:3]1([CH2:22][C:23]([OH:25])=[O:24])[CH2:4][C@@H:5]([C:15]([O:17][C:18]([CH3:21])([CH3:20])[CH3:19])=[O:16])[N:6]([C:8]([O:10][C:11]([CH3:13])([CH3:12])[CH3:14])=[O:9])[CH2:7]1 |f:1.2|.